Dataset: the Open Reaction Database (ORD), a public repository of structured organic reaction records. Task: describe an organic reaction: reactants, conditions, products, and yield The reactants are NC1=C(C=C(C(=O)NC)C=C1)NC (4-amino-N-methyl-3-methylamino-benzamide), NC=1SC2=C(N1)C=CC(=C2)OC(F)(F)F (2-amino-6-(trifluoromethoxy)benzothiazole), C(=S)(N1C=NC=C1)N1C=NC=C1 (1,1′-thiocarbonyl-diimidazole). The solvent is C(CCl)Cl (EDC). Product: CNC(=O)C1=CC2=C(N=C(N2C)NC=2SC3=C(N2)C=CC(=C3)OC(F)(F)F)C=C1 (3-Methyl-2-(6-trifluoromethoxy-benzothiazol-2-ylamino)-3H-benzoimidazole-5-carboxylic acid methylamide). Yield: 2.0%. As a reaction SMILES: [NH2:1][C:2]1[CH:11]=[CH:10][C:5]([C:6]([NH:8][CH3:9])=[O:7])=[CH:4][C:3]=1[NH:12][CH3:13].[NH2:14][C:15]1[S:16][C:17]2[CH:23]=[C:22]([O:24][C:25]([F:28])([F:27])[F:26])[CH:21]=[CH:20][C:18]=2[N:19]=1.[C:29](N1C=CN=C1)(N1C=CN=C1)=S>C(Cl)CCl>[CH3:9][NH:8][C:6]([C:5]1[CH:10]=[CH:11][C:2]2[N:1]=[C:13]([NH:14][C:15]3[S:16][C:17]4[CH:23]=[C:22]([O:24][C:25]([F:28])([F:26])[F:27])[CH:21]=[CH:20][C:18]=4[N:19]=3)[N:12]([CH3:29])[C:3]=2[CH:4]=1)=[O:7]. Procedure: 3-Methyl-2-(6-trifluoromethoxy-benzothiazol-2-ylamino)-3H-benzoimidazole-5-carboxylic acid methylamide (11 mg) was prepared by following General Procedure D starting from 4-amino-N-methyl-3-methylamino-benzamide (298 mg), 2-amino-6-(trifluoromethoxy)benzothiazole (303 mg), 1,1′-thiocarbonyl-diimidazole (329 mg), and EDC (398 mg). LC/MS: m/z 422.9. 1H NMR (DMSO-d6, 400 MHz): δ 8.39 (s, 1H), 8.01 (s, 1H), 7.88 (s, 1H), 7.69 (s, 1H), 7.54 (d, 1H), 7.45 (s, 1H), 7.33 (d, 1H), 6.73 (d, 1H), 3.63 (bs,...